The task is: describe an organic reaction: reactants, conditions, products, and yield. This data is from the Open Reaction Database (ORD), a public repository of structured organic reaction records. Reactants: COc1cccc(-c2cccc(C(=O)O)c2)c1, CS(=O)(=O)O, CSCCC(N)C(=O)O, O. Product: O=C(O)c1cccc(-c2cccc(O)c2)c1. As a reaction SMILES: [CH3:1][O:2][c:3]1[cH:4][c:5](-[c:9]2[cH:10][c:11]([C:15](=[O:16])[OH:17])[cH:12][cH:13][cH:14]2)[cH:6][cH:7][cH:8]1.[CH3:27][S:28](=[O:29])(=[O:30])[OH:31].[NH2:18][CH:19]([C:20]([OH:21])=[O:22])[CH2:23][CH2:24][S:25][CH3:26].[OH2:32]>>[OH:2][c:3]1[cH:4][c:5](-[c:9]2[cH:10][c:11]([C:15](=[O:16])[OH:17])[cH:12][cH:13][cH:14]2)[cH:6][cH:7][cH:8]1. Starting materials: CN1CCNCC1 (N-methylpiperazine), C(N)(=O)C1=C(C(=CN1)C(=O)OCC)C1=CC=C(C=C1)NC(=O)NC1=C(C=CC(=C1)C(F)(F)F)F (ethyl 5-carbamoyl-4-{4-[3-(2-fluoro-5-trifluoromethylphenyl)ureido]phenyl}-1H-pyrrole-3-carboxylate). Yields the product FC1=C(C=C(C=C1)C(F)(F)F)NC(NC1=CC=C(C=C1)C1=C(NC=C1C(=O)N1CCN(CC1)C)C(=O)N)=O (3-{4-[3-(2-fluoro-5-trifluoromethylphenyl)ureido]phenyl}-4-(4-methylpiperazine-1-carbonyl)-1H-pyrrole-2-carboxamide). Reaction SMILES: [CH3:1][N:2]1[CH2:7][CH2:6][NH:5][CH2:4][CH2:3]1.[C:8]([C:11]1[NH:15][CH:14]=[C:13]([C:16]([O:18]CC)=O)[C:12]=1[C:21]1[CH:26]=[CH:25][C:24]([NH:27][C:28]([NH:30][C:31]2[CH:36]=[C:35]([C:37]([F:40])([F:39])[F:38])[CH:34]=[CH:33][C:32]=2[F:41])=[O:29])=[CH:23][CH:22]=1)(=[O:10])[NH2:9]>>[F:41][C:32]1[CH:33]=[CH:34][C:35]([C:37]([F:38])([F:40])[F:39])=[CH:36][C:31]=1[NH:30][C:28](=[O:29])[NH:27][C:24]1[CH:25]=[CH:26][C:21]([C:12]2[C:13]([C:16]([N:5]3[CH2:6][CH2:7][N:2]([CH3:1])[CH2:3][CH2:4]3)=[O:18])=[CH:14][NH:15][C:11]=2[C:8]([NH2:9])=[O:10])=[CH:22][CH:23]=1. Reported procedure: The process is performed in a manner similar to that described in Example 39 but starting with N-methylpiperazine and ethyl 5-carbamoyl-4-{4-[3-(2-fluoro-5-trifluoromethylphenyl)ureido]phenyl}-1H-pyrrole-3-carboxylate. After a similar work-up, 3-{4-[3-(2-fluoro-5-trifluoromethylphenyl)ureido]phenyl}-4-(4-methylpiperazine-1-carbonyl)-1H-pyrrole-2-carboxamide is obtained; ES+: m/z=533 [M+H]+. Reactants: Cl.ClC=1C=C(C=CC1Cl)C12CNCC2C1 (1-(3,4-dichlorophenyl)-3-aza-bicyclo[3.1.0]hexane hydrochloride), C(=O)O (formic acid). The solvent is O (water), [OH-].[Na+] (sodium hydroxide), C=O (formaldehyde). Run at temperature 90 celsius, time 6 hour. Product: ClC=1C=C(C=CC1Cl)C12CN(CC2C1)C (1-(3,4-dichlorophenyl)-3-methyl-3-aza-bicyclo[3.1.0]hexane). The yield is 79.0%. Reaction SMILES: Cl.[Cl:2][C:3]1[CH:4]=[C:5]([C:10]23[CH2:15][CH:14]2[CH2:13][NH:12][CH2:11]3)[CH:6]=[CH:7][C:8]=1[Cl:9].[CH:16](O)=O>C=O.O.[OH-].[Na+]>[Cl:2][C:3]1[CH:4]=[C:5]([C:10]23[CH2:15][CH:14]2[CH2:13][N:12]([CH3:16])[CH2:11]3)[CH:6]=[CH:7][C:8]=1[Cl:9] |f:0.1,5.6|. Reported procedure: To a stirred solution of 1-(3,4-dichlorophenyl)-3-aza-bicyclo[3.1.0]hexane hydrochloride (30.0 g, 132 mmol) in 37% aqueous formaldehyde (25.8 mL) was added formic acid (32.4 mL). The resulting solution was stirred at 90° C. for 6 h. The reaction was then diluted with water (100 mL) and 2N aqueous sodium hydroxide added until the pH was greater than 9. The resulting mixture was extracted with CH2Cl2 (2×200 mL) and the combined organic extracts were washed with brine (200 mL), dried (MgSO4) and co... Starting materials: C(#N)C1=C(C=NN1C1=C(C=C(C=C1)Cl)C(F)(F)F)C(=O)OCC (5-cyano-1-[2-(trifluoromethyl)-4-chlorophenyl]-1H-pyrazole-4-carboxylic acid, ethyl ester), CN (monomethylamine), ice water. Solvent: CN(C)C=O (DMF). The product is C(#N)C1=C(C=NN1C1=C(C=C(C=C1)Cl)C(F)(F)F)C(=O)NC (5-cyano-1-[2-(trifluoromethyl)-4-chlorophenyl]-N-methyl-1H-pyrazole-4-carboxamide). As a reaction SMILES: [C:1]([C:3]1[N:7]([C:8]2[CH:13]=[CH:12][C:11]([Cl:14])=[CH:10][C:9]=2[C:15]([F:18])([F:17])[F:16])[N:6]=[CH:5][C:4]=1[C:19]([O:21]CC)=O)#[N:2].[CH3:24][NH2:25]>CN(C=O)C>[C:1]([C:3]1[N:7]([C:8]2[CH:13]=[CH:12][C:11]([Cl:14])=[CH:10][C:9]=2[C:15]([F:17])([F:18])[F:16])[N:6]=[CH:5][C:4]=1[C:19]([NH:25][CH3:24])=[O:21])#[N:2]. Procedure details: A solution of 1.23 g of 5-cyano-1-[2-(trifluoromethyl)-4-chlorophenyl]-1H-pyrazole-4-carboxylic acid, ethyl ester and 8 ml of 40% aqueous monomethylamine in 20 ml of DMF was stirred at approximately 25° C. for 16 hours. The reaction mixture was poured into 150 ml of ice water and the precipitated solid was collected by filtration. The isolated material was recrystallized from ethanol to provide 535 mg of 5-cyano-1-[2-(trifluoromethyl)-4-chlorophenyl]-N-methyl-1H-pyrazole-4-carboxamide. MP=162.5°... The reactants are CO, [H][H], N=C1OCCN1Cc1ccc(C(F)(F)F)cc1[N+](=O)[O-], [Pd]. Yields the product N=C1OCCN1Cc1ccc(C(F)(F)F)cc1N. As a reaction SMILES: [CH3:24][OH:25].[H:21][H:22].[N+:1]([O-:2])(=[O:3])[c:4]1[c:5]([CH2:6][N:7]2[C:8](=[NH:12])[O:9][CH2:10][CH2:11]2)[cH:13][cH:14][c:15]([C:17]([F:18])([F:19])[F:20])[cH:16]1.[Pd:23]>>[NH2:1][c:4]1[c:5]([CH2:6][N:7]2[C:8](=[NH:12])[O:9][CH2:10][CH2:11]2)[cH:13][cH:14][c:15]([C:17]([F:18])([F:19])[F:20])[cH:16]1. Reactants: C1CCOC1, CCOC(C)=O, CCCCCC, Nc1ccc(CN2CCCC2)cc1, Cc1ccsc1C(=O)Nc1cccc(C(=O)c2ccc3c(c2)NC(=O)C3=CO)c1. Product: Cc1ccsc1C(=O)Nc1cccc(C(=O)c2ccc3c(c2)NC(=O)C3=CNc2ccc(CN3CCCC3)cc2)c1. RXN SMILES: [CH2:30]1[O:31][CH2:32][CH2:33][CH2:34]1.[CH3:48][CH2:49][O:50][C:51]([CH3:52])=[O:53].[CH3:54][CH2:55][CH2:56][CH2:57][CH2:58][CH3:59].[N:35]1([CH2:40][c:41]2[cH:42][cH:43][c:44]([NH2:47])[cH:45][cH:46]2)[CH2:36][CH2:37][CH2:38][CH2:39]1.[OH:1][CH:2]=[C:3]1[C:4](=[O:29])[NH:5][c:6]2[cH:7][c:8]([C:12](=[O:13])[c:14]3[cH:15][c:16]([NH:20][C:21](=[O:22])[c:23]4[s:24][cH:25][cH:26][c:27]4[CH3:28])[cH:17][cH:18][cH:19]3)[cH:9][cH:10][c:11]21>>[CH:2](=[C:3]1[C:4](=[O:29])[NH:5][c:6]2[cH:7][c:8]([C:12](=[O:13])[c:14]3[cH:15][c:16]([NH:20][C:21](=[O:22])[c:23]4[s:24][cH:25][cH:26][c:27]4[CH3:28])[cH:17][cH:18][cH:19]3)[cH:9][cH:10][c:11]21)[NH:47][c:44]1[cH:43][cH:42][c:41]([CH2:40][N:35]2[CH2:36][CH2:37][CH2:38][CH2:39]2)[cH:46][cH:45]1.